From a dataset of the Open Reaction Database (ORD), a public repository of structured organic reaction records. describe an organic reaction: reactants, conditions, products, and yield The reactants are CCOC(C)=O, Cl, CC(C)(C)OC(=O)NCc1ccccc1-c1cc[nH]n1. The product is Cl, NCc1ccccc1-c1cc[nH]n1. As a reaction SMILES: [CH3:22][CH2:23][O:24][C:25](=[O:26])[CH3:27].[ClH:1].[nH:2]1[n:3][c:4](-[c:7]2[c:8]([CH2:9][NH:10][C:11](=[O:12])[O:13][C:14]([CH3:15])([CH3:16])[CH3:17])[cH:18][cH:19][cH:20][cH:21]2)[cH:5][cH:6]1>>[ClH:1].[nH:2]1[n:3][c:4](-[c:7]2[c:8]([CH2:9][NH2:10])[cH:18][cH:19][cH:20][cH:21]2)[cH:5][cH:6]1. Reactants: CS(=O)(=O)OCC1(OC2=C(C(=C(C(=C2CC1)C)OCC1=CC=CC=C1)C)C)C ((2RS)-6-benzyloxy-2,5,7,8-tetramethylchroman-2-ylmethyl methanesulphonate), N1CCNCC1 (piperazine). The product is C(C1=CC=CC=C1)OC=1C(=C2CCC(OC2=C(C1C)C)(C)CN1CCNCC1)C (1-[(2RS)-6-Benzyloxy-2,5,7,8-tetramethylchroman-2-ylmethyl]piperazine). Yield: 47.8%. As a reaction SMILES: CS(O[CH2:6][C:7]1([CH3:28])[CH2:16][CH2:15][C:14]2[C:9](=[C:10]([CH3:27])[C:11]([CH3:26])=[C:12]([O:18][CH2:19][C:20]3[CH:25]=[CH:24][CH:23]=[CH:22][CH:21]=3)[C:13]=2[CH3:17])[O:8]1)(=O)=O.[NH:29]1[CH2:34][CH2:33][NH:32][CH2:31][CH2:30]1>>[CH2:19]([O:18][C:12]1[C:13]([CH3:17])=[C:14]2[C:9](=[C:10]([CH3:27])[C:11]=1[CH3:26])[O:8][C:7]([CH2:6][N:29]1[CH2:34][CH2:33][NH:32][CH2:31][CH2:30]1)([CH3:28])[CH2:16][CH2:15]2)[C:20]1[CH:21]=[CH:22][CH:23]=[CH:24][CH:25]=1. Procedure: The title compound (7 g, 47%) was prepared as a syrupy liquid from (2RS)-6-benzyloxy-2,5,7,8-tetramethylchroman-2-ylmethyl methanesulphonate (15 g) and piperazine (19 g) by an analogous procedure to that described in preparation 1. Starting materials: NC([C@H](CC1=CC=C(C=C1)O)NC(CNC(C(C(C)C)NC=1SC(=CN1)C=O)=O)=O)=O (N-(2-((S)-1-Amino-3-(4-hydroxyphenyl)-1-oxopropan-2-ylamino)-2-oxoethyl)-2-(5-formylthiazol-2-ylamino)-3-methylbutanamide), [BH4-].[Na+] (sodium borohydride). Run in CCO.O (EtOH H2O). Run at time 2 hour. Product: NC([C@H](CC1=CC=C(C=C1)O)NC(CNC(C(C(C)C)NC=1SC(=CN1)CO)=O)=O)=O (N-(2-((S)-1-Amino-3-(4-hydroxyphenyl)-1-oxopropan-2-ylamino)-2-oxoethyl)-2-(5-(hydroxymethyl)thiazol-2-ylamino)-3-methylbutanamide). RXN SMILES: [NH2:1][C:2](=[O:31])[C@@H:3]([NH:12][C:13](=[O:30])[CH2:14][NH:15][C:16](=[O:29])[CH:17]([NH:21][C:22]1[S:23][C:24]([CH:27]=[O:28])=[CH:25][N:26]=1)[CH:18]([CH3:20])[CH3:19])[CH2:4][C:5]1[CH:10]=[CH:9][C:8]([OH:11])=[CH:7][CH:6]=1.[BH4-].[Na+]>CCO.O>[NH2:1][C:2](=[O:31])[C@@H:3]([NH:12][C:13](=[O:30])[CH2:14][NH:15][C:16](=[O:29])[CH:17]([NH:21][C:22]1[S:23][C:24]([CH2:27][OH:28])=[CH:25][N:26]=1)[CH:18]([CH3:19])[CH3:20])[CH2:4][C:5]1[CH:6]=[CH:7][C:8]([OH:11])=[CH:9][CH:10]=1 |f:1.2,3.4|. Reported procedure: To a solution of material from Example 31 in EtOH/H2O (4:1) (2.5 mL) is added sodium borohydride (25.5 mg, 0.674 mmol) in 2 equal portions over 5 min. The resulting light suspension is stirred at room temp for 2 h, quenched with MeOH (3 mL), stirred at room temp for 30 min, quenched with acetone (5 mL), and stirred at room temp for 45 min. All volatiles were evaporated off under a gentle stream of N2 to give the title compound (quantitative yield) that is used in its entirety in the macrocycliza... The reactants are C(CC)OC1=C(N=CC(=N1)C(=O)O)N1CCCC1 (6-Propoxy-5-pyrrolidin-1-yl-pyrazine-2-carboxylic acid), COC(=O)C1=NC(=C(N=C1)Cl)Br (6-bromo-5-chloro-pyrazine-2-carboxylic acid methyl ester), FC(CO)(F)F (2,2,2-trifluoro-ethanol), N1CCCC1 (pyrrolidine), [OH-].[K+] (KOH). The product is N1(CCCC1)C=1N=CC(=NC1OCC(F)(F)F)C(=O)O (5-Pyrrolidin-1-yl-6-(2,2,2-trifluoro-ethoxy)-pyrazine-2-carboxylic acid). The yield is 41.0%. Reaction SMILES: C(O[C:5]1[N:10]=[C:9]([C:11]([OH:13])=[O:12])[CH:8]=[N:7][C:6]=1[N:14]1[CH2:18][CH2:17][CH2:16][CH2:15]1)CC.COC(C1C=NC(Cl)=C(Br)N=1)=O.[F:31][C:32]([F:36])([F:35])[CH2:33][OH:34].N1CCCC1.[OH-].[K+]>>[N:14]1([C:6]2[N:7]=[CH:8][C:9]([C:11]([OH:13])=[O:12])=[N:10][C:5]=2[O:34][CH2:33][C:32]([F:36])([F:35])[F:31])[CH2:18][CH2:17][CH2:16][CH2:15]1 |f:4.5|. Procedure: In analogy to the procedure described for the synthesis of 6-propoxy-5-pyrrolidin-1-yl-pyrazine-2-carboxylic acid (example 10, step c), the title compound was synthesized from 6-bromo-5-chloro-pyrazine-2-carboxylic acid methyl ester, 2,2,2-trifluoro-ethanol (commercially available), pyrrolidine (commercially available) and subsequent saponification with KOH in 41% yield. m/z (ES+): 292.0 (M+H). The reactants are CC(=O)OC(C)=O, O=C(O)CCc1cccc2c1NC(=O)C2. Yields the product O=C1CCc2cccc3c2N1C(=O)C3. Reaction SMILES: [CH3:16][C:17]([O:18][C:19](=[O:20])[CH3:21])=[O:22].[O:1]=[C:2]1[NH:3][c:4]2[c:5]([CH2:11][CH2:12][C:13](=[O:14])[OH:15])[cH:6][cH:7][cH:8][c:9]2[CH2:10]1>>[O:1]=[C:2]1[N:3]2[c:4]3[c:5]([cH:6][cH:7][cH:8][c:9]3[CH2:10]1)[CH2:11][CH2:12][C:13]2=[O:15]. Starting materials: CCOC(=O)C(C)(C)C(=O)c1ccc2cc(O[Si](C)(C)C(C)(C)C)ccc2c1, C1CCOC1, CCOC(C)=O. Product: CCOC(=O)C(C)(C)C(=O)c1ccc2cc(O)ccc2c1. Reaction SMILES: [CH2:1]([CH3:2])[O:3][C:4]([C:5]([C:6](=[O:7])[c:8]1[cH:9][c:10]2[cH:11][cH:12][c:13]([O:18][Si:19]([C:20]([CH3:21])([CH3:22])[CH3:23])([CH3:24])[CH3:25])[cH:14][c:15]2[cH:16][cH:17]1)([CH3:26])[CH3:27])=[O:28].[CH2:29]1[O:30][CH2:31][CH2:32][CH2:33]1.[CH3:34][CH2:35][O:36][C:37](=[O:38])[CH3:39]>>[CH2:1]([CH3:2])[O:3][C:4]([C:5]([C:6](=[O:7])[c:8]1[cH:9][c:10]2[cH:11][cH:12][c:13]([OH:18])[cH:14][c:15]2[cH:16][cH:17]1)([CH3:26])[CH3:27])=[O:28]. Reactants: ClCC=1OC(=NN1)C (2-(chloromethyl)-5-methyl-1,3,4-oxadiazole), [N-]=[N+]=[N-].[Na+] (sodium azide). Solvent: C(C)(=O)OCC (ethyl acetate), CN(C=O)C (N,N-dimethylformamide). Reaction conditions: time 18 hour. The product is N(=[N+]=[N-])CC=1OC(=NN1)C (2-(Azidomethyl)-5-methyl-1,3,4-oxadiazole). Yield: 84.8%. As a reaction SMILES: Cl[CH2:2][C:3]1[O:4][C:5]([CH3:8])=[N:6][N:7]=1.[N-:9]=[N+:10]=[N-:11].[Na+]>CN(C)C=O.C(OCC)(=O)C>[N:9]([CH2:2][C:3]1[O:4][C:5]([CH3:8])=[N:6][N:7]=1)=[N+:10]=[N-:11] |f:1.2|. Reported procedure: A solution of 2-(chloromethyl)-5-methyl-1,3,4-oxadiazole (R. Rufenacht, Helv. Chim. Acta, 55, 1979, 1972) (2.00 g, 15.09 mmol) in N,N-dimethylformamide (75 ml) was treated at 22° C. with sodium azide (3.0 g, 46.1 mmol) and the resulting mixture was stirred for 18 h. The reaction mixture was diluted with ethyl acetate, washed with saturated sodium bicarbonate, brine and dried over anhydrous magnesium sulfate. Evaporation of the solvent under reduced pressure followed by chromatography of the resi...